From a dataset of the Open Reaction Database (ORD), a public repository of structured organic reaction records. describe an organic reaction: reactants, conditions, products, and yield The product is COc1ccc2cc(C(=O)O)ccc2c1CNCc1ccc(OC(F)(F)F)cc1. Reaction SMILES: [CH2:36]1[O:37][CH2:38][CH2:39][CH2:40]1.[CH3:1][O:2][C:3](=[O:4])[c:5]1[cH:6][c:7]2[cH:8][cH:9][c:10]([O:29][CH3:30])[c:11]([CH2:15][NH:16][CH2:17][c:18]3[cH:19][cH:20][c:21]([O:24][C:25]([F:26])([F:27])[F:28])[cH:22][cH:23]3)[c:12]2[cH:13][cH:14]1.[CH3:33][OH:34].[ClH:35].[K+:32].[OH-:31].[OH2:41]>>[O:2]=[C:3]([OH:4])[c:5]1[cH:6][c:7]2[cH:8][cH:9][c:10]([O:29][CH3:30])[c:11]([CH2:15][NH:16][CH2:17][c:18]3[cH:19][cH:20][c:21]([O:24][C:25]([F:26])([F:27])[F:28])[cH:22][cH:23]3)[c:12]2[cH:13][cH:14]1. Starting materials: C1CCOC1, COC(=O)c1ccc2c(CNCc3ccc(OC(F)(F)F)cc3)c(OC)ccc2c1, CO, Cl, [K+], [OH-], O. Reactants: Cl (hydrochloric acid), CC(C)(C)[O-].[K+] (KOtBu), ClCC(=O)OCC (ethyl chloroacetate), C(=O)OCC (ethyl formate). Solvent: O (Water), C1CCOC1 (THF), C1CCOC1 (THF). Run at temperature 0 celsius, time 3 hour. The product is ClC(=O)C(C(=O)OCC)C (ethyl 2-chloroformyl-propionate). RXN SMILES: C[C:2]([O-:5])(C)C.[K+].Cl[CH2:8][C:9]([O:11][CH2:12][CH3:13])=[O:10].[CH:14](OCC)=O.[ClH:19]>C1COCC1.O>[Cl:19][C:2]([CH:8]([CH3:14])[C:9]([O:11][CH2:12][CH3:13])=[O:10])=[O:5] |f:0.1|. Procedure details: Under nitrogen atmosphere, a solution of KOtBu (11.5 g) in THF (203 mL) was cooled to 0° C., and thereto were added dropwise ethyl chloroacetate (12.5 g) and ethyl formate (7.60 g) in THF (40 mL). After the addition, the mixture was stirred at 0° C. for 3 hours, and further stirred at room temperature for 16 hours. Water and a 6N aqueous hydrochloric acid solution were added to the mixture, and the mixture was extracted with Et2O, and dried over MgSO4. The solvent was evaporated under reduced pr... Starting materials: C[SiH](C)OC(CCc1cc2c(cc1Br)C(C)(C)CCC2(C)C)C(C)(C)C, N#C[Cu], [NH4+], [OH-]. As a reaction SMILES: [Br:1][c:2]1[cH:3][c:4]2[c:9]([cH:10][c:11]1[CH2:12][CH2:13][CH:14]([C:15]([CH3:16])([CH3:17])[CH3:18])[O:19][SiH:20]([CH3:21])[CH3:22])[C:8]([CH3:23])([CH3:24])[CH2:7][CH2:6][C:5]2([CH3:25])[CH3:26].[Cu:27][C:28]#[N:29].[NH4+:30].[OH-:31]>>[c:2]1([C:28]#[N:29])[cH:3][c:4]2[c:9]([cH:10][c:11]1[CH2:12][CH2:13][CH:14]([C:15]([CH3:16])([CH3:17])[CH3:18])[O:19][SiH:20]([CH3:21])[CH3:22])[C:8]([CH3:23])([CH3:24])[CH2:7][CH2:6][C:5]2([CH3:25])[CH3:26]. The product is C[SiH](C)OC(CCc1cc2c(cc1C#N)C(C)(C)CCC2(C)C)C(C)(C)C. Reactants: N1=CC=CC=C1 (pyridine), ClC(=O)OCCl (chloromethyl chloroformate), CC(C)(C)O (t-BuOH). Run in C(Cl)Cl (CH2Cl2). Reaction conditions: temperature 0 celsius, time 2 hour. Product: C(OC(C)(C)C)(OCCl)=O (t-Butyl Chloromethyl Carbonate). Reaction SMILES: N1C=CC=CC=1.Cl[C:8]([O:10][CH2:11][Cl:12])=[O:9].[CH3:13][C:14]([OH:17])([CH3:16])[CH3:15]>C(Cl)Cl>[C:8](=[O:9])([O:10][CH2:11][Cl:12])[O:17][C:14]([CH3:16])([CH3:15])[CH3:13]. Procedure details: 0.62 mL pyridine was added dropwise to a solution of 0.77 g chloromethyl chloroformate and 1.32 mL t-BuOH in 60 mL CH2Cl2 cooled in an ice bath under an Ar atmosphere. The reaction was stirred 2 hours at 0° C. then transferred to a separatory funnel. The reaction was washed twice with H2O, once with 10% CuSO4, once with brine and dried with MgSO4. Suction filtration and evaporation provided 0.55 g of desired product which was used without purification. Starting materials: OC1=C2C=CN(C2=CC=C1)C (4-hydroxy-1-methylindole), BrC=1C=C(C=O)C=CC1 (3-bromobenzaldehyde), C(CC#N)#N (malononitrile). The product is NC=1OC2=C3C(=CC=C2C(C1C#N)C1=CC(=CC=C1)Br)N(C=C3)C (2-Amino-3-cyano-4-(3-bromophenyl)-7-methyl-4H-pyrrolo[2,3-h]chromene), white solids. Isolated yield 80.0%. As a reaction SMILES: [OH:1][C:2]1[CH:10]=[CH:9][CH:8]=[C:7]2[C:3]=1[CH:4]=[CH:5][N:6]2[CH3:11].[Br:12][C:13]1[CH:14]=[C:15]([CH:18]=[CH:19][CH:20]=1)[CH:16]=O.[C:21](#[N:25])[CH2:22][C:23]#[N:24]>>[NH2:25][C:21]1[O:1][C:2]2[C:10]([CH:16]([C:15]3[CH:18]=[CH:19][CH:20]=[C:13]([Br:12])[CH:14]=3)[C:22]=1[C:23]#[N:24])=[CH:9][CH:8]=[C:7]1[N:6]([CH3:11])[CH:5]=[CH:4][C:3]=21. Procedure details: The title compound was prepared from 4-hydroxy-1-methylindole (40 mg, 0.27 mmol), 3-bromobenzaldehyde (48 mg, 0.27 mmol) and malononitrile (18 mg, 0.27 mmol) similar to Example 24 to yield 79 mg (80%) of white solids. 1H NMR (CDCl3): 7.36-7.31 (m, 2H), 7.21-7.16 (m, 2H), 7.06-7.01 (m, 2H), 6.73 (d, J=8.4 Hz, 1H), 6.57 (dd, J=3.0 Hz, J=0.9 Hz, 1H), 4.82 (s, 1H), 4.69 (brs, 2H), 3.78 (s, 3H). The reactants are [Li+].[OH-] (LiOH), COC(=O)C=1C(=C2C(NC=NN2C1)=O)C (5-methyl-4-oxo-3,4-dihydro-pyrrolo[2,1-f][1,2,4]triazine-6-carboxylic acid methyl ester). Run in O (water), C1CCOC1 (THF), CO (MeOH). Run at temperature 65 celsius. Yields the product CC=1C(=CN2N=CNC(C21)=O)C(=O)O (5-Methyl-4-oxo-3,4-dihydro-pyrrolo[2,1-f][1,2,4]triazine-6-carboxylic acid). Isolated yield 90.6%. As a reaction SMILES: [Li+].[OH-].C[O:4][C:5]([C:7]1[C:8]([CH3:17])=[C:9]2[N:14]([CH:15]=1)[N:13]=[CH:12][NH:11][C:10]2=[O:16])=[O:6]>O.C1COCC1.CO>[CH3:17][C:8]1[C:7]([C:5]([OH:6])=[O:4])=[CH:15][N:14]2[C:9]=1[C:10](=[O:16])[NH:11][CH:12]=[N:13]2 |f:0.1|. Procedure details: A solution of LiOH (25 gm, 10 equiv) in water (416 mL) was added to a solution of 5-methyl-4-oxo-3,4-dihydro-pyrrolo[2,1-f][1,2,4]triazine-6-carboxylic acid methyl ester (23.0 gm, 0.104 mol) in a mixture of THF (1.2 L) and MeOH (0.4 L). This was heated at 65° C. for 20 h and then concentrated in vacuo to about 200 mL. Water (400 mL) was added and the pH was adjusted to 4 using conc. aqueous HCl. The precipitate was collected, washed with water, and dried to give the acid (18.2 gm, 90%). 1H NMR (... Starting materials: CCC(CC)C1CC(=O)CC(=O)C1, O=C=NS(=O)(=O)c1ccc(Cl)cc1, c1ccccc1. Yields the product CCC(CC)C1CC(=O)C(C(=O)NS(=O)(=O)c2ccc(Cl)cc2)C(=O)C1. Reaction SMILES: [CH2:1]([CH3:2])[CH:3]([CH2:4][CH3:5])[CH:6]1[CH2:7][C:8](=[O:13])[CH2:9][C:10](=[O:12])[CH2:11]1.[Cl:14][c:15]1[cH:16][cH:17][c:18]([S:21](=[O:22])(=[O:23])[N:24]=[C:25]=[O:26])[cH:19][cH:20]1.[cH:27]1[cH:28][cH:29][cH:30][cH:31][cH:32]1>>[CH2:1]([CH3:2])[CH:3]([CH2:4][CH3:5])[CH:6]1[CH2:7][C:8](=[O:13])[CH:9]([C:25]([NH:24][S:21]([c:18]2[cH:17][cH:16][c:15]([Cl:14])[cH:20][cH:19]2)(=[O:22])=[O:23])=[O:26])[C:10](=[O:12])[CH2:11]1.